From a dataset of the Open Reaction Database (ORD), a public repository of structured organic reaction records. describe an organic reaction: reactants, conditions, products, and yield Starting materials: CN1N=C(C=C1C=1SC=CN1)C(F)(F)F (2-(1-methyl-3-trifluoromethyl-1H-pyrazol-5-yl)thiazole), ClC(=O)OCC (Ethyl chloroformate). Run in C1CCOC1 (THF). Run at time 90 minute. The product is CN1N=C(C=C1C=1SC(=CN1)C(=O)OCC)C(F)(F)F (ethyl 2-(1-methyl-3-trifluoromethyl-1H-pyrazol-5-yl)thiazole-5-carboxylate). As a reaction SMILES: [CH3:1][N:2]1[C:6]([C:7]2[S:8][CH:9]=[CH:10][N:11]=2)=[CH:5][C:4]([C:12]([F:15])([F:14])[F:13])=[N:3]1.Cl[C:17]([O:19][CH2:20][CH3:21])=[O:18]>C1COCC1>[CH3:1][N:2]1[C:6]([C:7]2[S:8][C:9]([C:17]([O:19][CH2:20][CH3:21])=[O:18])=[CH:10][N:11]=2)=[CH:5][C:4]([C:12]([F:15])([F:13])[F:14])=[N:3]1. Procedure details: 2-(1-methyl-3-trifluoromethyl-1H-pyrazol-5-yl)thiazole and THF at −50° C. or below, followed by stirring at −50° C. or below for 90 minutes. Ethyl chloroformate was added to the reaction solution at −20° C. or below. After stirring at −20° C. or below for 15 minutes, it was subjected to purification in the usual way to give ethyl 2-(1-methyl-3-trifluoromethyl-1H-pyrazol-5-yl)thiazole-5-carboxylate. This was hydrolyzed with a base in the usual way to give 2-(1-methyl-3-trifluoromethyl-1H-pyrazol-... Reactants: CC(C)(C)OC(=O)Nc1ccc(O)c2ccccc12, O=C([O-])[O-], [Li]CCCC, C1CCOC1, CC#N, ClCCN1CCOCC1, Cl, Cl, [K+], [K+], Nc1ccc(O)c2ccccc12. Yields the product Cl, Nc1ccc(OCCN2CCOCC2)c2ccccc12. Reaction SMILES: [C:19]([O:20][C:21]([NH:22][c:23]1[c:24]2[c:25]([cH:26][cH:27][cH:28][cH:29]2)[c:30]([OH:31])[cH:32][cH:33]1)=[O:34])([CH3:35])([CH3:36])[CH3:37].[C:48](=[O:49])([O-:50])[O-:51].[CH2:14]([Li:15])[CH2:16][CH2:17][CH3:18].[CH2:57]1[O:58][CH2:59][CH2:60][CH2:61]1.[CH3:54][C:55]#[N:56].[Cl:39][CH2:40][CH2:41][N:42]1[CH2:43][CH2:44][O:45][CH2:46][CH2:47]1.[ClH:1].[ClH:38].[K+:52].[K+:53].[NH2:2][c:3]1[cH:4][cH:5][c:6]([OH:13])[c:7]2[cH:8][cH:9][cH:10][cH:11][c:12]12>>[ClH:39].[NH2:2][c:3]1[cH:4][cH:5][c:6]([O:13][CH2:40][CH2:41][N:42]2[CH2:43][CH2:44][O:45][CH2:46][CH2:47]2)[c:7]2[cH:8][cH:9][cH:10][cH:11][c:12]12. Starting materials: CC(C)([S@](=O)N[C@H](C1=CC=C(C=C1)P(OCC)(=O)C)C1=CC=C(C=C1)F)C (Ethyl 4-((S)—((S)-1,1-dimethylethylsulfinamido)(4-fluorophenyl)-methyl)phenyl(methyl)phosphinate), CC(C)([S@](=O)N[C@H](C1=CC=C(C=C1)P(OCC)(=O)C)C1=CC=C(C=C1)F)C (Ethyl 4-((S)—((S)-1,1-dimethylethylsulfinamido)(4-fluorophenyl)methyl)phenyl(methyl)phosphinate), Cl.O1CCOCC1 (HCl dioxane). Reaction conditions: time 3 hour. Yields the product Cl.N[C@H](C1=CC=C(C=C1)P(OCC)(=O)C)C1=CC=C(C=C1)F (Ethyl 4-((S)-amino(4-fluorophenyl)methyl)phenyl(methyl)phosphinate hydrochloride). Reaction SMILES: CC(C)([S@@]([NH:6][C@@H:7]([C:20]1[CH:25]=[CH:24][C:23]([F:26])=[CH:22][CH:21]=1)[C:8]1[CH:13]=[CH:12][C:11]([P:14]([CH3:19])(=[O:18])[O:15][CH2:16][CH3:17])=[CH:10][CH:9]=1)=O)C.[ClH:28].O1CCOCC1>>[ClH:28].[NH2:6][C@@H:7]([C:20]1[CH:21]=[CH:22][C:23]([F:26])=[CH:24][CH:25]=1)[C:8]1[CH:13]=[CH:12][C:11]([P:14]([CH3:19])(=[O:18])[O:15][CH2:16][CH3:17])=[CH:10][CH:9]=1 |f:1.2,3.4|. Procedure details: Ethyl 4-((S)—((S)-1,1-dimethylethylsulfinamido)(4-fluorophenyl)-methyl)phenyl(methyl)phosphinate, 19-c, (10.6 g, 27 mmol) was dissolved in HCl/dioxane (100 ml) and the mixture was stirred at room temperature for about 3 h. The mixture was then concentrated under vacuum and the residue was washed with ethyl acetate to provide the product, 19-d, (6.66 g, 80%). The reactants are ClCCl, [Na+], [OH-], O=S(=O)(Cl)c1ccccc1, c1ccc2[nH]ccc2c1. Yields the product O=S(=O)(c1ccccc1)n1ccc2ccccc21. As a reaction SMILES: [Cl:22][CH2:23][Cl:24].[Na+:21].[OH-:20].[c:10]1([S:16](=[O:17])(=[O:18])[Cl:19])[cH:11][cH:12][cH:13][cH:14][cH:15]1.[nH:1]1[cH:2][cH:3][c:4]2[cH:5][cH:6][cH:7][cH:8][c:9]12>>[n:1]1([S:16]([c:10]2[cH:11][cH:12][cH:13][cH:14][cH:15]2)(=[O:17])=[O:18])[cH:2][cH:3][c:4]2[cH:5][cH:6][cH:7][cH:8][c:9]12. The reactants are IC=1C=C(CO)C=CC1 (3-Iodobenzylalcohol), N1C=NC=C1 (imidazole), C([O-])([O-])=O.[K+].[K+] (potassium carbonate), [F-].[K+] (potassium fluoride). The reagents and catalysts are [Cu] (copper (0)). Solvent: CN(C)C=O (DMF). Product: N1(C=NC=C1)C=1C=C(C=CC1)CO ((3-imidazol-1-yl-phenyl)-methanol). Yield: 86.7%. Reaction SMILES: I[C:2]1[CH:3]=[C:4]([CH:7]=[CH:8][CH:9]=1)[CH2:5][OH:6].[NH:10]1[CH:14]=[CH:13][N:12]=[CH:11]1.C(=O)([O-])[O-].[K+].[K+].[F-].[K+]>CN(C=O)C.[Cu]>[N:10]1([C:2]2[CH:3]=[C:4]([CH2:5][OH:6])[CH:7]=[CH:8][CH:9]=2)[CH:14]=[CH:13][N:12]=[CH:11]1 |f:2.3.4,5.6|. Reported procedure: 3-Iodobenzylalcohol (5.17 g, 21.0 mmol), imidazole (1.73 g, 25.2 mmol), potassium carbonate (3.78 g, 27.3 mmol), copper (0) powder (275 mg, 4.33 mmol) and potassium fluoride (260 mg, 4.44 mmol) in DMF (30 ml) were refluxed at 175° C. for 6 h. The reaction was filtered, the solid washed with DCM and washing and filtrate concentrated. Purification by silica chromatography using DCM followed by DCM:MeOH (15:1 then 10:1) yielded (3-imidazol-1-yl-phenyl)-methanol as an orange oil (3.17 g, 72%). Yields the product C(OC1=C(C=C(C(=C1)N1C(=NC(=CC1=O)C(C(F)(F)F)(F)F)OCC)F)Cl)(OCCOC)=O ({5-[2-ethoxy-6-oxo-4-pentafluoroethyl-1(6H) -pyrimidinyl]-2-chloro-4-fluorophenyl} 2-methoxyethyl carbonate). Starting materials: C(C)OC=1N(C(C=C(N1)C(C(F)(F)F)(F)F)=O)C1=C(C=C(C(=C1)O)Cl)F (2-ethoxy-1-(4-chloro-2-fluoro-5-hydroxyphenyl)-4-pentafluoroethyl-6(1H)-pyrimidinone), ClC(=O)OCCOC (2-methoxyethyl chloroformate), N1=CC=CC=C1 (pyridine). Procedure details: using 2-ethoxy-1-(4-chloro-2-fluoro-5-hydroxyphenyl)-4-pentafluoroethyl-6(1H)-pyrimidinone and 2-methoxyethyl chloroformate with pyridine in diethyl ether there is obtained {5-[2-ethoxy-6-oxo-4-pentafluoroethyl-1(6H) -pyrimidinyl]-2-chloro-4-fluorophenyl} 2-methoxyethyl carbonate, 1H-NMR (CDCl3, 400 MHz): 7.39 ppm (d,1H), 7.26 ppm (d,1H), 6.64 ppm (s,1H), 4.39°-4.56 ppm (m,4H), 3.70 ppm (m,2H), 3.43 ppm (s,3H), 1.30 ppm (t,3H): Reaction SMILES: [CH2:1]([O:3][C:4]1[N:5]([C:18]2[CH:23]=[C:22]([OH:24])[C:21]([Cl:25])=[CH:20][C:19]=2[F:26])[C:6](=[O:17])[CH:7]=[C:8]([C:10]([F:16])([F:15])[C:11]([F:14])([F:13])[F:12])[N:9]=1)[CH3:2].Cl[C:28]([O:30][CH2:31][CH2:32][O:33][CH3:34])=[O:29].N1C=CC=CC=1>C(OCC)C>[C:28](=[O:29])([O:30][CH2:31][CH2:32][O:33][CH3:34])[O:24][C:22]1[CH:23]=[C:18]([N:5]2[C:6](=[O:17])[CH:7]=[C:8]([C:10]([F:16])([F:15])[C:11]([F:12])([F:13])[F:14])[N:9]=[C:4]2[O:3][CH2:1][CH3:2])[C:19]([F:26])=[CH:20][C:21]=1[Cl:25]. Solvent: C(C)OCC (diethyl ether).